Dataset: the Open Reaction Database (ORD), a public repository of structured organic reaction records. Task: describe an organic reaction: reactants, conditions, products, and yield Reactants: C(C1=CC=CC=C1)OC(N(C)C(C)C(NC(C(C)(C)C)C(=O)N1C2C(CC1)NCC2OC2=CC(=C(C=C2)F)F)=O)=O ((1-{1-[6-(3,4-Difluoro-phenoxy)-hexahydro-pyrrolo[3,2-b]pyrrole-1-carbonyl]-2,2-dimethyl-propylcarbamoyl}-ethyl)-methyl-carbamic acid benzyl ester), CCN(C(C)C)C(C)C (DIPEA), CS(=O)(=O)Cl (Methanesulfonyl chloride). The reagents and catalysts are CN(C)C=1C=CN=CC1 (DMAP). Solvent: C(Cl)Cl (DCM), C(Cl)Cl (DCM). Conditions: temperature 0 celsius, time 1 hour. The product is C(C1=CC=CC=C1)OC(N(C)C(C)C(NC(C(C)(C)C)C(=O)N1C2C(CC1)N(CC2OC2=CC(=C(C=C2)F)F)S(=O)(=O)C)=O)=O ((1-{1-[6-(3,4-Difluoro-phenoxy)-4-methanesulfonyl-hexahydro-pyrrolo[3,2-b]pyrrole-1-carbonyl]-2,2-dimethyl-propylcarbamoyl}-ethyl)-methyl-carbamic acid benzyl ester). Isolated yield 73.0%. As a reaction SMILES: [CH2:1]([O:8][C:9](=[O:41])[N:10]([CH:12]([C:14](=[O:40])[NH:15][CH:16]([C:21]([N:23]1[CH2:27][CH2:26][CH:25]2[NH:28][CH2:29][CH:30]([O:31][C:32]3[CH:37]=[CH:36][C:35]([F:38])=[C:34]([F:39])[CH:33]=3)[CH:24]12)=[O:22])[C:17]([CH3:20])([CH3:19])[CH3:18])[CH3:13])[CH3:11])[C:2]1[CH:7]=[CH:6][CH:5]=[CH:4][CH:3]=1.CCN(C(C)C)C(C)C.[CH3:51][S:52](Cl)(=[O:54])=[O:53]>CN(C1C=CN=CC=1)C.C(Cl)Cl>[CH2:1]([O:8][C:9](=[O:41])[N:10]([CH:12]([C:14](=[O:40])[NH:15][CH:16]([C:21]([N:23]1[CH2:27][CH2:26][CH:25]2[N:28]([S:52]([CH3:51])(=[O:54])=[O:53])[CH2:29][CH:30]([O:31][C:32]3[CH:37]=[CH:36][C:35]([F:38])=[C:34]([F:39])[CH:33]=3)[CH:24]12)=[O:22])[C:17]([CH3:19])([CH3:18])[CH3:20])[CH3:13])[CH3:11])[C:2]1[CH:7]=[CH:6][CH:5]=[CH:4][CH:3]=1. Reported procedure: A solution containing 35 (228 mg, 0.4 mmol), DIPEA (104 mg, 0.8 mmol) and DMAP (cat) in DCM (5 mL) was cooled to 0° C. Methanesulfonyl chloride (55 mg, 0.48 mmol) was added. After 1 h, the reaction mixture was warmed to ambient temperature, diluted with DCM, washed successively with saturated aqueous NaHCO3, 1N HCl, and brine, dried over anhydrous Na2SO4, filtered, and concentrated. The crude product was purified by RP-HPLC (2″ Dynamax® C18; 10-100% ACN/water containing 0.1% HOAc over 30 min; Fl...